Dataset: the Open Reaction Database (ORD), a public repository of structured organic reaction records. Task: describe an organic reaction: reactants, conditions, products, and yield Starting materials: CNN (methylhydrazine), [Si](C)(C)(C(C)(C)C)OC[C@@H]1[C@H](C[C@@H](O1)N1C(=O)NC(=O)C(C)=C1)ON1C(C=2C(C1=O)=CC=CC2)=O (5'-O-(t-butyldimethylsilyl)-3'-O-phthalimidothymidine). The solvent is C(Cl)Cl (CH2Cl2). Run at time 1 hour. Yields the product NO[C@H]1C[C@@H](O[C@@H]1CO[Si](C)(C)C(C)(C)C)N1C(=O)NC(=O)C(C)=C1 (3'-O-Amino-5'-O-(t-Butyldimethylsilyl)thymidine). Isolated yield 99.7%. Reaction SMILES: CNN.[Si:4]([O:11][CH2:12][C@H:13]1[O:17][C@@H:16]([N:18]2[CH:26]=[C:24]([CH3:25])[C:22](=[O:23])[NH:21][C:19]2=[O:20])[CH2:15][C@@H:14]1[O:27][N:28]1C(=O)C2=CC=CC=C2C1=O)([C:7]([CH3:10])([CH3:9])[CH3:8])([CH3:6])[CH3:5]>C(Cl)Cl>[NH2:28][O:27][C@@H:14]1[C@@H:13]([CH2:12][O:11][Si:4]([C:7]([CH3:10])([CH3:8])[CH3:9])([CH3:5])[CH3:6])[O:17][C@@H:16]([N:18]2[CH:26]=[C:24]([CH3:25])[C:22](=[O:23])[NH:21][C:19]2=[O:20])[CH2:15]1. Procedure: Cold methylhydrazine (1.6 ml, 30 mmol) was added to a stirred solution of 5'-O-(t-butyldimethylsilyl)-3'-O-phthalimidothymidine (2, 4.6 g, 9.18 mmol) in dry CH2Cl2 (60 ml) at 5°-10° C. After 10 minutes white precipitation of 1,2-dihydro-4-hydroxy-2-methyl-1-oxophthalizine occurred. The suspension was stirred at room temperature for 1 h. The suspension was filtered and precipitate washed with CH2 l Cl2 (2×20 ml). The combined filtrates were concentrated and the residue purified by silica gel colu... Reaction SMILES: C([O:3][C:4]([C:6]1([CH3:20])[CH2:14][C:13]2[C:8](=[C:9]([CH3:18])[C:10]([CH:16]=[CH2:17])=[C:11]([CH3:15])[CH:12]=2)[C:7]1=[O:19])=O)C.[H-].[H-].[H-].[H-].[Li+].[Al+3]>C1COCC1>[OH:3][CH2:4][C:6]1([CH3:20])[CH2:14][C:13]2[C:8](=[C:9]([CH3:18])[C:10]([CH:16]=[CH2:17])=[C:11]([CH3:15])[CH:12]=2)[CH:7]1[OH:19] |f:1.2.3.4.5.6|. Reactants: C(C)OC(=O)C1(C(C2=C(C(=C(C=C2C1)C)C=C)C)=O)C (2,5,7-Trimethyl-1-oxo-6-vinyl-indan-2-carboxylic acid ethyl ester), [H-].[H-].[H-].[H-].[Li+].[Al+3] (LAH). Conditions: temperature 0 celsius, time 3 hour. The solvent is C1CCOC1 (THF). Yields the product OCC1(C(C2=C(C(=C(C=C2C1)C)C=C)C)O)C (2-Hydroxymethyl-2,5,7-trimethyl-6-vinyl-indan-1-ol). The yield is 79.4%. Procedure details: To the stirred solution of compound 6 (1.3 g, 4.77 mmol) in dry THF (10 mL) was added LAH (0.212 g, 5.73 mmol) at −78° C. under argon atmosphere and stirred the reaction mixture for 3 h then the reaction mixture was warmed to 0° C. and quenched with ethyl acetate (30 mL) at 0° C. After the reaction mixture was back to room temperature, extracted with 2M potassium sodium tartrate solution, washed with, brine (20 mL) dried (Na2SO4) and concentrated in vacuo. Purification by column chromatography (... The reactants are OC1=CC=C(C=C1)C(C)(C)C1=CC=C(C=C1)O.C(C1=CC=CC=C1)(=O)C1=CC=CC=C1 (bisphenol-A benzophenone), Cl.C1(=CC=CC=C1)N(N)C1=CC=CC=C1 (1,1-diphenylhydrazine hydrochloride), C1CCOC1 (THF). Reagents/catalysts: CS(=O)(=O)O (methanesulfonic acid). Solvent: CN(C(C)=O)C (N,N-dimethylacetamide). Product: OC1=CC=C(C=C1)C(C)(C)C1=CC=C(C=C1)O.C1(=CC=CC=C1)N(N=C(C1=CC=CC=C1)C1=CC=CC=C1)C1=CC=CC=C1 (bisphenol-A benzophenone-diphenylhydrazone). Reaction SMILES: [OH:1][C:2]1[CH:7]=[CH:6][C:5]([C:8]([C:11]2[CH:16]=[CH:15][C:14]([OH:17])=[CH:13][CH:12]=2)([CH3:10])[CH3:9])=[CH:4][CH:3]=1.[C:18]([C:26]1[CH:31]=[CH:30][CH:29]=[CH:28][CH:27]=1)(=O)[C:19]1[CH:24]=[CH:23][CH:22]=[CH:21][CH:20]=1.Cl.[C:33]1([N:39]([C:41]2[CH:46]=[CH:45][CH:44]=[CH:43][CH:42]=2)[NH2:40])[CH:38]=[CH:37][CH:36]=[CH:35][CH:34]=1.C1COCC1>CS(O)(=O)=O.CN(C)C(=O)C>[OH:1][C:2]1[CH:3]=[CH:4][C:5]([C:8]([C:11]2[CH:12]=[CH:13][C:14]([OH:17])=[CH:15][CH:16]=2)([CH3:10])[CH3:9])=[CH:6][CH:7]=1.[C:33]1([N:39]([C:41]2[CH:46]=[CH:45][CH:44]=[CH:43][CH:42]=2)[N:40]=[C:18]([C:26]2[CH:31]=[CH:30][CH:29]=[CH:28][CH:27]=2)[C:19]2[CH:24]=[CH:23][CH:22]=[CH:21][CH:20]=2)[CH:34]=[CH:35][CH:36]=[CH:37][CH:38]=1 |f:0.1,2.3,7.8|. Procedure: In a 100 mL single neck round bottom flask was weighed poly(bisphenol-A-benzophenone) (5.000 g, 11.50 mmol), 1,1-diphenylhydrazine hydrochloride (2.714 g, 12.30 mmol), THF (18 g) and N,N-dimethylacetamide (18 g). The flask was fitted with a condenser. The dark slurry was stirred with a magnetic stirrer to dissolve the starting materials. To the dark solution was added methanesulfonic acid (about 6 drops), and the solution heated to reflux . After stirring for about 4 hours, the orange polymer so...